describe an organic reaction: reactants, conditions, products, and yield From a dataset of the Open Reaction Database (ORD), a public repository of structured organic reaction records. The reactants are CC(C)([O-])C.[K+] (potassium tert-butoxide), solution, C(=O)(OCC)CNC1=C(C#N)C=CC(=C1)F (2-(Carbethoxy)methylamino-4-fluorobenzonitrile). Solvent: O1CCCC1 (tetrahydrofuran), O1CCCC1 (tetrahydrofuran), C(C)(=O)OCC (ethyl acetate). Reaction conditions: time 1 hour. Yields the product NC1=C(NC2=CC(=CC=C12)F)C(=O)OCC (3-Amino-2-carbethoxy-6-fluoroindole). Isolated yield 76.5%. Reaction SMILES: [C:1]([CH2:6][NH:7][C:8]1[CH:15]=[C:14]([F:16])[CH:13]=[CH:12][C:9]=1[C:10]#[N:11])([O:3][CH2:4][CH3:5])=[O:2].CC(C)([O-])C.[K+]>O1CCCC1.C(OCC)(=O)C>[NH2:11][C:10]1[C:9]2[C:8](=[CH:15][C:14]([F:16])=[CH:13][CH:12]=2)[NH:7][C:6]=1[C:1]([O:3][CH2:4][CH3:5])=[O:2] |f:1.2|. Procedure: Dissolve 2-(Carbethoxy)methylamino-4-fluorobenzonitrile (220 mg, 1 mmol) in tetrahydrofuran (3 mL) and add dropwise with stirring to a solution of potassium tert-butoxide (1 mL of a 1M solution in 1 mL tetrahydrofuran) under a nitrogen atmosphere. After 1 hour, dilute with ethyl acetate, rinse with water, dry the organic phase and concentrate in vacuo to yield the title compound (170 mg, 77%). Starting materials: FC(C1=CC=C(OC2=CC=C(OC(C(=O)N)C)C=C2)C=C1)(F)F (2-[4-(4-trifluoromethylphenoxy)phenoxy] propanamide), P(=O)(Cl)(Cl)Cl (phosphorus oxychloride). Solvent: C1(=CC=CC=C1)C (toluene). The product is FC(C1=CC=C(OC2=CC=C(OC(C#N)C)C=C2)C=C1)(F)F (2-[4-(4-trifluoromethylphenoxy)phenoxy] propionitrile). Reaction SMILES: [F:1][C:2]([F:23])([F:22])[C:3]1[CH:21]=[CH:20][C:6]([O:7][C:8]2[CH:19]=[CH:18][C:11]([O:12][CH:13]([CH3:17])[C:14]([NH2:16])=O)=[CH:10][CH:9]=2)=[CH:5][CH:4]=1.P(Cl)(Cl)(Cl)=O>C1(C)C=CC=CC=1>[F:1][C:2]([F:22])([F:23])[C:3]1[CH:21]=[CH:20][C:6]([O:7][C:8]2[CH:19]=[CH:18][C:11]([O:12][CH:13]([CH3:17])[C:14]#[N:16])=[CH:10][CH:9]=2)=[CH:5][CH:4]=1. Procedure details: A solution containing 6.2 g (0.02 mole) of 2-[4-(4-trifluoromethylphenoxy)phenoxy] propanamide and 10.0 ml of phosphorus oxychloride in 50 ml of toluene is stirred at 50° until reaction is complete, as indictated by vpc techniques. The reaction mixture is cooled and poured into crushed ice, whereupon the toluene layer is washed with water, dried, and concentrated in vacuo. Purification is effected by elution through a pad of silica gel (50% toluene/hexane) to afford a colorless solid, mp 53°-56°... Starting materials: OCCBr, O=C([O-])[O-], O=c1c2ccccc2oc2cc(O)c(Cl)cc12, [K+], [K+], CN(C)C=O. Product: O=c1c2ccccc2oc2cc(OCCO)c(Cl)cc12. Reaction SMILES: [Br:24][CH2:25][CH2:26][OH:27].[C:18](=[O:19])([O-:20])[O-:21].[Cl:1][c:2]1[cH:3][c:4]2[c:5](=[O:17])[c:6]3[cH:7][cH:8][cH:9][cH:10][c:11]3[o:12][c:13]2[cH:14][c:15]1[OH:16].[K+:22].[K+:23].[O:28]=[CH:29][N:30]([CH3:31])[CH3:32]>>[Cl:1][c:2]1[cH:3][c:4]2[c:5](=[O:17])[c:6]3[cH:7][cH:8][cH:9][cH:10][c:11]3[o:12][c:13]2[cH:14][c:15]1[O:16][CH2:25][CH2:26][OH:27]. Reactants: [H-].[Al+3].[Li+].[H-].[H-].[H-] (lithium aluminium hydride), C(=O)C=1C(=NC(=NC1)SC)NC1=CC(=CC=C1)CCO (5-formyl-4-[3-(2-hydroxyethyl)phenyl]amino-2-methylthiopyrimidine), ClC1=C(N)C(=CC=C1)Cl (2,6-dichloroaniline), O.C1(=CC=C(C=C1)S(=O)(=O)O)C (4-toluenesulfonic acid monohydrate). Run in O1CCCC1 (tetrahydrofuran), C1(=CC=CC=C1)C (toluene), O (water). Product: ClC1=C(NCC=2C(=NC(=NC2)SC)NC2=CC(=CC=C2)CCO)C(=CC=C1)Cl (5-(2,6-dichloroanilino)methyl-4-[3-(2-hydroxyethyl)phenyl]amino-2-methylthiopyrimidine). Isolated yield 16.6%. RXN SMILES: [CH:1]([C:3]1[C:4]([NH:11][C:12]2[CH:17]=[CH:16][CH:15]=[C:14]([CH2:18][CH2:19][OH:20])[CH:13]=2)=[N:5][C:6]([S:9][CH3:10])=[N:7][CH:8]=1)=O.[Cl:21][C:22]1[CH:28]=[CH:27][CH:26]=[C:25]([Cl:29])[C:23]=1[NH2:24].O.C1(C)C=CC(S(O)(=O)=O)=CC=1.[H-].[Al+3].[Li+].[H-].[H-].[H-]>C1(C)C=CC=CC=1.O1CCCC1.O>[Cl:21][C:22]1[CH:28]=[CH:27][CH:26]=[C:25]([Cl:29])[C:23]=1[NH:24][CH2:1][C:3]1[C:4]([NH:11][C:12]2[CH:17]=[CH:16][CH:15]=[C:14]([CH2:18][CH2:19][OH:20])[CH:13]=2)=[N:5][C:6]([S:9][CH3:10])=[N:7][CH:8]=1 |f:2.3,4.5.6.7.8.9|. Procedure details: A solution of 4 g (13.8 mmol) of 5-formyl-4-[3-(2-hydroxyethyl)phenyl]amino-2-methylthiopyrimidine in 80 ml of toluene was treated with 2.4 g (15 mmol) of 2,6-dichloroaniline and 0.25 g (1.3 mmol) of 4-toluenesulfonic acid monohydrate and the mixture was heated under reflux with azeotropic removal of water for 18 hours and then cooled. The mixture was evaporated and the residue was dissolved in 40 ml of tetrahydrofuran and added dropwise to a solution of 0.6 g (16 mmol) of lithium aluminium hydr...